The task is: describe an organic reaction: reactants, conditions, products, and yield. This data is from the Open Reaction Database (ORD), a public repository of structured organic reaction records. The reactants are COc1cc(C(=O)O)ccc1Br, CC(C)(C)O, ClCCl, [Mg+2], O=S(=O)([O-])[O-], O=S(=O)(O)O. Product: COc1cc(C(=O)OC(C)(C)C)ccc1Br. Reaction SMILES: [Br:12][c:13]1[c:14]([O:22][CH3:23])[cH:15][c:16]([C:17](=[O:18])[OH:19])[cH:20][cH:21]1.[CH3:24][C:25]([CH3:26])([CH3:27])[OH:28].[Cl:29][CH2:30][Cl:31].[Mg+2:1].[O-:2][S:3]([O-:4])(=[O:5])=[O:6].[S:7](=[O:8])(=[O:9])([OH:10])[OH:11]>>[Br:12][c:13]1[c:14]([O:22][CH3:23])[cH:15][c:16]([C:17](=[O:18])[O:19][C:25]([CH3:24])([CH3:26])[CH3:27])[cH:20][cH:21]1. Starting materials: N1(CCCCC1)CCN(C1=CC=C(C=O)C=C1)CC (N-(2-piperidinoethyl)-N-ethyl-4-aminobenzaldehyde), C(C)(=O)[O-].[NH2+]1CCCCC1 (piperidinium acetate), C1(=CC=CC=C1)C (toluene), C(C)(=O)C=1C(OC2=CC(=CC=C2C1)N(CC)CC)=O (3-acetyl-7-diethylaminocoumarin). Solvent: O (water). Product: C(C)N(C1=CC=C2C=C(C(OC2=C1)=O)C(C=CC1=CC=C(C=C1)N(CCN1CCCCC1)CC)=O)CC (7-diethylamino-3-(3-(N-ethyl-N-(2-piperidinoethyl)-4-aminophenyl)propenoyl)coumarin). Reaction SMILES: [C:1]([C:4]1[C:5](=[O:19])[O:6][C:7]2[C:12]([CH:13]=1)=[CH:11][CH:10]=[C:9]([N:14]([CH2:17][CH3:18])[CH2:15][CH3:16])[CH:8]=2)(=[O:3])[CH3:2].[N:20]1([CH2:26][CH2:27][N:28]([CH2:37][CH3:38])[C:29]2[CH:36]=[CH:35][C:32]([CH:33]=O)=[CH:31][CH:30]=2)[CH2:25][CH2:24][CH2:23][CH2:22][CH2:21]1.C([O-])(=O)C.[NH2+]1CCCCC1.C1(C)C=CC=CC=1>O>[CH2:15]([N:14]([CH2:17][CH3:18])[C:9]1[CH:8]=[C:7]2[C:12]([CH:13]=[C:4]([C:1](=[O:3])[CH:2]=[CH:33][C:32]3[CH:31]=[CH:30][C:29]([N:28]([CH2:37][CH3:38])[CH2:27][CH2:26][N:20]4[CH2:25][CH2:24][CH2:23][CH2:22][CH2:21]4)=[CH:36][CH:35]=3)[C:5](=[O:19])[O:6]2)=[CH:11][CH:10]=1)[CH3:16] |f:2.3|. Reported procedure: 3-acetyl-7-diethylaminocoumarin (1.04 g, prepared according to the procedure described in U.S. Pat. No. 4,147,552), 1.20 g N-(2-piperidinoethyl)-N-ethyl-4-aminobenzaldehyde, 0.10 g piperidinium acetate, and 40 ml toluene were placed in a 100 ml round-bottomed flask fitted with a Dean-Stark trap and condenser. The solution was refluxed for 16 hr with removal of collected water. The toluene was evaporated under reduced pressure and a mixture of 20 ml water and 5 ml ethanol was added to the resulta... Reactants: CS(=O)(=O)C1=NC=CC(=N1)C1=CN=C2N1C=CN=C2N2CCN(CC2)C (3-(2-methanesulfonyl-pyrimidin-4-yl)-8-(4-methyl-piperazin-1-yl)-imidazo[1,2-a]pyrazine), C(C1=CC=CC=C1)N (benzylamine). Conditions: temperature 140 celsius, time 2 hour. Yields the product C(C1=CC=CC=C1)NC1=NC=CC(=N1)C1=CN=C2N1C=CN=C2N2CCN(CC2)C (benzyl-{4-[8-(4-methyl-piperazin-1-yl)-imidazo[1,2-a]pyrazin-3-yl]-pyrimidin-2-yl}-amine). The yield is 15.5%. RXN SMILES: CS([C:5]1[N:10]=[C:9]([C:11]2[N:15]3[CH:16]=[CH:17][N:18]=[C:19]([N:20]4[CH2:25][CH2:24][N:23]([CH3:26])[CH2:22][CH2:21]4)[C:14]3=[N:13][CH:12]=2)[CH:8]=[CH:7][N:6]=1)(=O)=O.[CH2:27]([NH2:34])[C:28]1[CH:33]=[CH:32][CH:31]=[CH:30][CH:29]=1>>[CH2:27]([NH:34][C:5]1[N:10]=[C:9]([C:11]2[N:15]3[CH:16]=[CH:17][N:18]=[C:19]([N:20]4[CH2:25][CH2:24][N:23]([CH3:26])[CH2:22][CH2:21]4)[C:14]3=[N:13][CH:12]=2)[CH:8]=[CH:7][N:6]=1)[C:28]1[CH:33]=[CH:32][CH:31]=[CH:30][CH:29]=1. Procedure details: The mixture of 3-(2-methanesulfonyl-pyrimidin-4-yl)-8-(4-methyl-piperazin-1-yl)-imidazo[1,2-a]pyrazine (from Example 46 supra) (150 mg, 0.402 mmol) and benzylamine (51.7 mg, 0.482 mmol) was heated at 140° C. with stirring for 2 hours. The resulting oil was purified by chromatography (silica gel, 10 g, 200˜300 mesh, eluting with dichloromethane:methanol, 30:1 to 10:1) to afford the crude product which was purified by prep-HPLC and concentrated to afford benzyl-{4-[8-(4-methyl-piperazin-1-yl)-imid... Starting materials: FC(CN(C(C1=CC(=NC(=C1)C(F)(F)F)C(F)(F)F)=O)C=1C=NC=CC1C1=C(C=C(C=C1)F)OC)F (N-(2,2-Difluoro-ethyl)-N-[4-(4-fluoro-2-methoxy-phenyl)-pyridin-3-yl]-2,6-bis-trifluoromethyl-isonicotinamide), FC(CN(C(C1=CC(=NC(=C1)C(F)(F)F)C(F)(F)F)=O)C=1C=NC=CC1C1=C(C=C(C=C1)F)OC)F (N-(2,2-Difluoro-ethyl)-N-[4-(4-fluoro-2-methoxy-phenyl)-pyridin-3-yl]-2,6-bis-trifluoromethyl-isonicotinamide), CC1=C(C=CC=C1)B(O)O (2-methylphenylboronic acid). The solvent is CCCCCCC.CCOC(=O)C (n-heptane EtOAc). Product: FC(CNC=1C=NC=CC1C1=C(C=CC=C1)C)F ((2,2-Difluoro-ethyl)-(4-o-tolyl-pyridin-3-yl)-amine). As a reaction SMILES: [F:1][CH:2]([F:36])[CH2:3][N:4]([C:21]1[CH:22]=[N:23][CH:24]=[CH:25][C:26]=1[C:27]1[CH:32]=[CH:31][C:30](F)=[CH:29][C:28]=1OC)C(=O)C1C=C(C(F)(F)F)N=C(C(F)(F)F)C=1.[CH3:37]C1C=CC=CC=1B(O)O>CCCCCCC.CCOC(C)=O>[F:36][CH:2]([F:1])[CH2:3][NH:4][C:21]1[CH:22]=[N:23][CH:24]=[CH:25][C:26]=1[C:27]1[CH:32]=[CH:31][CH:30]=[CH:29][C:28]=1[CH3:37] |f:2.3|. Reported procedure: The title compound was prepared in analogy to example 72, from (2,2-difluoro-ethyl)-(4-iodo-pyridin-3-yl)-amine (example 153, intermediate b) and 2-methylphenylboronic acid (CAS RN 16419-60-6) and using a gradient of n-heptane:EtOAc (100:0 to 50:50) for the chromatographic purification. Colorless solid (93%). MS (ESI): m/z=248.1 [M+H]+.